Dataset: the Open Reaction Database (ORD), a public repository of structured organic reaction records. Task: describe an organic reaction: reactants, conditions, products, and yield Reactants: O=C(OCc1ccccc1)N1CCC(Oc2ccc([N+](=O)[O-])c(CS(=O)(=O)c3cccc4ccccc34)c2)C1, CCO, CCOC(C)=O, O, O, O, Cl[Sn]Cl. Yields the product Nc1ccc(OC2CCN(C(=O)OCc3ccccc3)C2)cc1CS(=O)(=O)c1cccc2ccccc12. As a reaction SMILES: [CH2:1]([c:2]1[cH:3][cH:4][cH:5][cH:6][cH:7]1)[O:8][C:9](=[O:10])[N:11]1[CH2:12][CH:13]([O:16][c:17]2[cH:18][c:19]([CH2:26][S:27](=[O:28])(=[O:29])[c:30]3[cH:31][cH:32][cH:33][c:34]4[cH:35][cH:36][cH:37][cH:38][c:39]34)[c:20]([N+:23]([O-:24])=[O:25])[cH:21][cH:22]2)[CH2:14][CH2:15]1.[CH3:40][CH2:41][OH:42].[CH3:49][CH2:50][O:51][C:52](=[O:53])[CH3:54].[OH2:43].[OH2:44].[OH2:48].[Sn:45]([Cl:46])[Cl:47]>>[CH2:1]([c:2]1[cH:3][cH:4][cH:5][cH:6][cH:7]1)[O:8][C:9](=[O:10])[N:11]1[CH2:12][CH:13]([O:16][c:17]2[cH:18][c:19]([CH2:26][S:27](=[O:28])(=[O:29])[c:30]3[cH:31][cH:32][cH:33][c:34]4[cH:35][cH:36][cH:37][cH:38][c:39]34)[c:20]([NH2:23])[cH:21][cH:22]2)[CH2:14][CH2:15]1. The reactants are CC(C)OC(=O)/N=N/C(=O)OC(C)C (DIAD), OC=1C=C(C(=O)OC)C=C(C1)OCC1=CC=CC=C1 (methyl 3-hydroxy-5-{[phenylmethyl]oxy}benzoate), FCC(CF)O (1,3-difluoropropan-2-ol), C1(=CC=CC=C1)P(C1=CC=CC=C1)C1=CC=CC=C1 (triphenylphosphine). The solvent is C1CCOC1 (THF). Run at time 2 day. Yields the product FCC(CF)OC=1C=C(C(=O)OC)C=C(C1)OCC1=CC=CC=C1 (Methyl 3-{[2-fluoro-1-(fluoromethyl)ethyl]oxy}-5-[(phenylmethyl)oxy]benzoate). The yield is 113.6%. Reaction SMILES: CC(OC(/N=N/C(OC(C)C)=O)=O)C.[OH:15][C:16]1[CH:17]=[C:18]([CH:23]=[C:24]([O:26][CH2:27][C:28]2[CH:33]=[CH:32][CH:31]=[CH:30][CH:29]=2)[CH:25]=1)[C:19]([O:21][CH3:22])=[O:20].[F:34][CH2:35][CH:36](O)[CH2:37][F:38].C1(P(C2C=CC=CC=2)C2C=CC=CC=2)C=CC=CC=1>C1COCC1>[F:34][CH2:35][CH:36]([O:15][C:16]1[CH:17]=[C:18]([CH:23]=[C:24]([O:26][CH2:27][C:28]2[CH:33]=[CH:32][CH:31]=[CH:30][CH:29]=2)[CH:25]=1)[C:19]([O:21][CH3:22])=[O:20])[CH2:37][F:38]. Procedure details: DIAD (7.63 μL, 38.7 mmol) was added in a drop wise fashion to a solution of methyl 3-hydroxy-5-{[phenylmethyl]oxy}benzoate (5.00 g, 19.4 mmol), 1,3-difluoropropan-2-ol (3 mL, 38.7 mmol), and triphenylphosphine (10.16 g, 38.7 mmol) in THF (100 mL) under an inert atmosphere at 0° C. The solution was allowed to reach RT and left to stir for 2 days. The THF was removed in vacuo and the residual oil slurried with a mixture of 20% ethyl acetate in isohexane. After allowing to stir for 90 minutes the m... The reactants are CCOC(=O)CCCC(C)=O, [Cl-], ClCCl, [NH4+]. Yields the product CCOC(=O)CCCC(C)O. As a reaction SMILES: [C:1]([CH3:2])(=[O:3])[CH2:4][CH2:5][CH2:6][C:7](=[O:8])[O:9][CH2:10][CH3:11].[Cl-:12].[Cl:14][CH2:15][Cl:16].[NH4+:13]>>[CH:1]([CH3:2])([OH:3])[CH2:4][CH2:5][CH2:6][C:7](=[O:8])[O:9][CH2:10][CH3:11]. Reactants: C1C(N2C(CCC3=CC=CC1=C23)=O)=O (5,6-dihydro-4H-pyrrolo[3,2,1-ij]quinoline-2,4(1H)-dione), Cl (hydrochloric acid), O (water). The product is O=C1NC2=C(C=CC=C2CC1)CC(=O)O (1,2,3,4-tetrahydro-2-oxo-8-quinolineacetic acid). Reaction SMILES: [CH2:1]1[C:11]2=[C:12]3[C:7](=[CH:8][CH:9]=[CH:10]2)[CH2:6][CH2:5][C:4](=[O:13])[N:3]3[C:2]1=[O:14].Cl.[OH2:16]>>[O:13]=[C:4]1[CH2:5][CH2:6][C:7]2[C:12](=[C:11]([CH2:1][C:2]([OH:14])=[O:16])[CH:10]=[CH:9][CH:8]=2)[NH:3]1. Reported procedure: A solution of 5,6-dihydro-4H-pyrrolo[3,2,1-ij]quinoline-2,4(1H)-dione (1.87 g, 0.01 mole) in water (10 ml) is treated with a drop of concentrated hydrochloric acid. The mixture is refluxed 24 hours (or until the starting dione can no longer be detected by thin layer chromatography). The solution is cooled, and concentrated at reduced pressure. The product is purified by flash chromatography to vield 1,2,3,4-tetrahydro-2-oxo-8-quinoline acetic acid. Starting materials: C(C)(C)(C)OC(=O)N(C(CC=1C=C2CCNC2=C(C1)C(=O)N)C)CCOC1=C(C=CC=C1)OCC (5-[2-[N-tert-butoxycarbonyl-2-(2-ethoxyphenoxy)ethylamino]propyl]indoline-7-carboxamide), C1(CCCC(=O)O1)=O (glutaric anhydride), P(=O)([O-])([O-])[O-] (phosphate). Reagents/catalysts: CN(C1=CC=NC=C1)C (4-dimethylaminopyridine). The solvent is N1=CC=CC=C1 (pyridine). Conditions: time 72 hour. Yields the product C(C)(C)(C)OC(=O)N(C(CC=1C=C2CCN(C2=C(C1)C(N)=O)C(CCCC(=O)O)=O)C)CCOC1=C(C=CC=C1)OCC (5-[5-[2-[N-tert-butoxycarbonyl-2-(2-ethoxyphenoxy)ethylamino]propyl]-7-carbamoylindolin- 1-yl]-5-oxopentanoic acid). Yield: 85.9%. RXN SMILES: [C:1]([O:5][C:6]([N:8]([CH2:24][CH2:25][O:26][C:27]1[CH:32]=[CH:31][CH:30]=[CH:29][C:28]=1[O:33][CH2:34][CH3:35])[CH:9]([CH3:23])[CH2:10][C:11]1[CH:12]=[C:13]2[C:17](=[C:18]([C:20]([NH2:22])=[O:21])[CH:19]=1)[NH:16][CH2:15][CH2:14]2)=[O:7])([CH3:4])([CH3:3])[CH3:2].[C:36]1(=[O:43])[O:42][C:40](=[O:41])[CH2:39][CH2:38][CH2:37]1.P([O-])([O-])([O-])=O>N1C=CC=CC=1.CN(C)C1C=CN=CC=1>[C:1]([O:5][C:6]([N:8]([CH2:24][CH2:25][O:26][C:27]1[CH:32]=[CH:31][CH:30]=[CH:29][C:28]=1[O:33][CH2:34][CH3:35])[CH:9]([CH3:23])[CH2:10][C:11]1[CH:12]=[C:13]2[C:17](=[C:18]([C:20](=[O:21])[NH2:22])[CH:19]=1)[N:16]([C:36](=[O:43])[CH2:37][CH2:38][CH2:39][C:40]([OH:42])=[O:41])[CH2:15][CH2:14]2)=[O:7])([CH3:4])([CH3:2])[CH3:3]. Reported procedure: To a solution of 5-[2-[N-tert-butoxycarbonyl-2-(2-ethoxyphenoxy)ethylamino]propyl]indoline-7-carboxamide (145 mg) in pyridine (0.5 ml) were added 4-dimethylaminopyridine (4 mg) and glutaric anhydride (51 mg), and the mixture was stirred at room temperature for 72 hours. The pH of the reaction mixture was adjusted to pH 7 with phosphate buffer solution, and the mixture was extracted with ethyl acetate. The extract was washed with water and dried over anhydrous magnesium sulfate. The solvent was e... The reactants are C([O-])([O-])=O.[K+].[K+] (potassium carbonate), O(C1=CC=CC=C1)CCNN (2-phenoxyethylhydrazine), C(C)#N (acetonitrile), Cl (hydrogen chloride), N-chlorocarbonyl-isocyanide-dichloride, Cl (hydrogen chloride). Product: O(C1=CC=CC=C1)CCN1N=C(N=C1Cl)O (1-(2-phenoxyethyl)-5-chloro-3-hydroxy-1,2,4-triazole). Isolated yield 43.8%. RXN SMILES: [O:1]([CH2:8][CH2:9][NH:10][NH2:11])[C:2]1[CH:7]=[CH:6][CH:5]=[CH:4][CH:3]=1.[ClH:12].[C:13](=[O:16])([O-])[O-].[K+].[K+].[C:19](#[N:21])C>>[O:1]([CH2:8][CH2:9][N:10]1[C:19]([Cl:12])=[N:21][C:13]([OH:16])=[N:11]1)[C:2]1[CH:7]=[CH:6][CH:5]=[CH:4][CH:3]=1 |f:2.3.4|. Procedure: 30.4 g (0.2 mole) of 2-phenoxyethylhydrazine were dissolved in 200 ml of anhydrous acetonitrile and 7.3 g of hydrogen chloride gas were passed in at 0° C. 32 g (0.2 mole) of N-chlorocarbonyl-isocyanide-dichloride were then added dropwise to the mixture at 15°-20° C, while cooling and stirring vigorously, and after completion of the addition, 30 g of potassium carbonate were also added. The batch was next stirred for 4 hours at room temperature, in the course of which the temperature in the react... Reactants: [H-], [Na+], CN(C)C=O, O, NC(=O)c1cc2ccccc2[nH]1. Product: c1ccc2[nH]ccc2c1. RXN SMILES: [H-:2].[Na+:1].[O:15]=[CH:16][N:17]([CH3:18])[CH3:19].[OH2:20].[nH:3]1[c:4]([C:12]([NH2:13])=[O:14])[cH:5][c:6]2[cH:7][cH:8][cH:9][cH:10][c:11]12>>[nH:3]1[cH:4][cH:5][c:6]2[cH:7][cH:8][cH:9][cH:10][c:11]12.